Dataset: the Open Reaction Database (ORD), a public repository of structured organic reaction records. Task: describe an organic reaction: reactants, conditions, products, and yield Starting materials: OC1=CC(OC(C1)(CCC1=CC=NC=C1)C(C)C)=O (4-hydroxy-6-isopropyl-6-(2-pyridin-4-yl-ethyl)-5,6-dihydro-pyran-2-one), C(C)(C)(C)C1=C(C=C(C(=C1)CO)C)SS(=O)(=O)C1=CC=C(C=C1)C (toluene-4-thiosulfonic acid S-(2-tert-butyl-4-hydroxymethyl-5-methyl-phenyl)ester), C([O-])([O-])=O.[K+].[K+] (potassium carbonate). Run in CN(C)C=O (DMF). The product is C(C)(C)(C)C1=C(C=C(C(=C1)CO)C)SC=1C(OC(CC1O)(CCC1=CC=NC=C1)C(C)C)=O (3-(2-tert-Butyl-4-hydroxymethyl-5-methyl-phenylsulfanyl)-4-hydroxy-6-isopropyl-6-(2-pyridin-4-yl-ethyl)-5,6-dihydro-pyran-2-one). RXN SMILES: [OH:1][C:2]1[CH2:7][C:6]([CH:16]([CH3:18])[CH3:17])([CH2:8][CH2:9][C:10]2[CH:15]=[CH:14][N:13]=[CH:12][CH:11]=2)[O:5][C:4](=[O:19])[CH:3]=1.[C:20]([C:24]1[CH:29]=[C:28]([CH2:30][OH:31])[C:27]([CH3:32])=[CH:26][C:25]=1[S:33]S(C1C=CC(C)=CC=1)(=O)=O)([CH3:23])([CH3:22])[CH3:21].C(=O)([O-])[O-].[K+].[K+]>CN(C=O)C>[C:20]([C:24]1[CH:29]=[C:28]([CH2:30][OH:31])[C:27]([CH3:32])=[CH:26][C:25]=1[S:33][C:3]1[C:4](=[O:19])[O:5][C:6]([CH:16]([CH3:17])[CH3:18])([CH2:8][CH2:9][C:10]2[CH:15]=[CH:14][N:13]=[CH:12][CH:11]=2)[CH2:7][C:2]=1[OH:1])([CH3:23])([CH3:22])[CH3:21] |f:2.3.4|. Procedure details: The title compound was prepared as described in General Method 16a using 4-hydroxy-6-isopropyl-6-(2-pyridin-4-yl-ethyl)-5,6-dihydro-pyran-2-one (Example E-15; 0.8 mmol), toluene-4-thiosulfonic acid S-(2-tert-butyl-4-hydroxymethyl-5-methyl-phenyl)ester (Example BB-2; 0.9 mmol), potassium carbonate (3.1 mmol) in DMF (5 mL). The product was triturated from Et2O, mp 140-155° C. MS (APCI): 470 (M+H). Starting materials: COc1cccc(C(=O)O)c1, CC#N, COc1ccc2ccc(N)nc2n1, O. Yields the product COc1cccc(C(=O)Nc2ccc3ccc(OC)nc3n2)c1. RXN SMILES: [CH3:1][O:2][c:3]1[cH:4][c:5]([C:6](=[O:7])[OH:8])[cH:9][cH:10][cH:11]1.[CH3:26][C:27]#[N:28].[NH2:12][c:13]1[n:14][c:15]2[n:16][c:17]([O:23][CH3:24])[cH:18][cH:19][c:20]2[cH:21][cH:22]1.[OH2:25]>>[CH3:1][O:2][c:3]1[cH:4][c:5]([C:6](=[O:8])[NH:12][c:13]2[n:14][c:15]3[n:16][c:17]([O:23][CH3:24])[cH:18][cH:19][c:20]3[cH:21][cH:22]2)[cH:9][cH:10][cH:11]1. The reactants are CCO, CCOC(=O)CCCNC(=O)c1cnc(N(Cc2cc(C(F)(F)F)cc(C(F)(F)F)c2)Cc2cc(C(F)(F)F)ccc2-c2cc(C(C)C)ccc2OC)nc1, [Na+], [OH-]. Product: COc1ccc(C(C)C)cc1-c1ccc(C(F)(F)F)cc1CN(Cc1cc(C(F)(F)F)cc(C(F)(F)F)c1)c1ncc(C(=O)NCCCC(=O)O)cn1. As a reaction SMILES: [CH3:58][CH2:59][OH:60].[F:1][C:2]([c:3]1[cH:4][c:5]([CH2:6][N:7]([c:8]2[n:9][cH:10][c:11]([C:14](=[O:15])[NH:16][CH2:17][CH2:18][CH2:19][C:20](=[O:21])[O:22][CH2:23][CH3:24])[cH:12][n:13]2)[CH2:25][c:26]2[c:27](-[c:36]3[c:37]([O:45][CH3:46])[cH:38][cH:39][c:40]([CH:42]([CH3:43])[CH3:44])[cH:41]3)[cH:28][cH:29][c:30]([C:32]([F:33])([F:34])[F:35])[cH:31]2)[cH:47][c:48]([C:50]([F:51])([F:52])[F:53])[cH:49]1)([F:54])[F:55].[Na+:57].[OH-:56]>>[F:1][C:2]([c:3]1[cH:4][c:5]([CH2:6][N:7]([c:8]2[n:9][cH:10][c:11]([C:14](=[O:15])[NH:16][CH2:17][CH2:18][CH2:19][C:20](=[O:21])[OH:22])[cH:12][n:13]2)[CH2:25][c:26]2[c:27](-[c:36]3[c:37]([O:45][CH3:46])[cH:38][cH:39][c:40]([CH:42]([CH3:43])[CH3:44])[cH:41]3)[cH:28][cH:29][c:30]([C:32]([F:33])([F:34])[F:35])[cH:31]2)[cH:47][c:48]([C:50]([F:51])([F:52])[F:53])[cH:49]1)([F:54])[F:55].